Dataset: the Open Reaction Database (ORD), a public repository of structured organic reaction records. Task: describe an organic reaction: reactants, conditions, products, and yield Starting materials: [C@@H]12OC[C@@H](N(C1)C(=O)C1=CN=C3N1C=C(C=C3Br)C(F)(F)F)C2 ((1S,4S)-2-oxa-5-azabicyclo[2.2.1]heptan-5-yl(8-bromo-6-(trifluoromethyl)imidazo[1,2-a]pyridin-3-yl)methanone), C1(=CC=CC=C1)C(=N)C1=CC=CC=C1 (1,1-diphenylmethanimine), CC1(C2=CC=CC(=C2OC=2C(=CC=CC12)P(C1=CC=CC=C1)C1=CC=CC=C1)P(C1=CC=CC=C1)C1=CC=CC=C1)C ((9,9-dimethyl-9H-xanthene-4,5-diyl)bis(diphenylphosphine)), CC(C)([O-])C.[Na+] (sodium tert-butoxide). Reagents/catalysts: C=1C=CC(=CC1)/C=C/C(=O)/C=C/C2=CC=CC=C2.C=1C=CC(=CC1)/C=C/C(=O)/C=C/C2=CC=CC=C2.C=1C=CC(=CC1)/C=C/C(=O)/C=C/C2=CC=CC=C2.[Pd].[Pd] (tris(dibenzylideneacetone)dipalladium(0)). The solvent is O1CCOCC1 (1,4-dioxane), [Cl-].[NH4+] (ammonium chloride). Conditions: temperature 120 celsius, time 60 minute. Product: NC=1C=2N(C=C(C1)C(F)(F)F)C(=CN2)C(=O)N2[C@@H]1CO[C@H](C2)C1 ((8-amino-6-(trifluoromethyl)imidazo[1,2-a]pyridin-3-yl)((1S,4S)-2-oxa-5-azabicyclo[2.2.1]hept-5-yl)methanone). The yield is 82.5%. Reaction SMILES: [C@H:1]12[CH2:23][C@H:4]([N:5]([C:7]([C:9]3[N:13]4[CH:14]=[C:15]([C:19]([F:22])([F:21])[F:20])[CH:16]=[C:17](Br)[C:12]4=[N:11][CH:10]=3)=[O:8])[CH2:6]1)[CH2:3][O:2]2.C1(C(C2C=CC=CC=2)=[NH:31])C=CC=CC=1.CC1(C)C2C=CC=C(P(C3C=CC=CC=3)C3C=CC=CC=3)C=2OC2C1=CC=CC=2P(C1C=CC=CC=1)C1C=CC=CC=1.CC(C)([O-])C.[Na+]>O1CCOCC1.[Cl-].[NH4+].C1C=CC(/C=C/C(/C=C/C2C=CC=CC=2)=O)=CC=1.C1C=CC(/C=C/C(/C=C/C2C=CC=CC=2)=O)=CC=1.C1C=CC(/C=C/C(/C=C/C2C=CC=CC=2)=O)=CC=1.[Pd].[Pd]>[NH2:31][C:17]1[C:12]2[N:13]([C:9]([C:7]([N:5]3[CH2:6][C@@H:1]4[CH2:23][C@H:4]3[CH2:3][O:2]4)=[O:8])=[CH:10][N:11]=2)[CH:14]=[C:15]([C:19]([F:22])([F:21])[F:20])[CH:16]=1 |f:3.4,6.7,8.9.10.11.12|. Procedure details: A mixture of (1S,4S)-2-oxa-5-azabicyclo[2.2.1]heptan-5-yl(8-bromo-6-(trifluoromethyl)imidazo[1,2-a]pyridin-3-yl)methanone (300 mg), 1,1-diphenylmethanimine (209 mg), tris(dibenzylideneacetone)dipalladium(0) (17.6 mg), (9,9-dimethyl-9H-xanthene-4,5-diyl)bis(diphenylphosphine) (44.5 mg) and sodium tert-butoxide (111 mg) in 1,4-dioxane (4.0 mL) was stirred with microwave irradiation at 120° C. for 60 min. The reaction mixture was diluted with saturated aqueous ammonium chloride solution, and extrac... The reactants are C(C)(C)(C)OC(=O)NC1C(NC1=O)CSCC1=CC=C(C=C1)OC (3t-butoxycarbonylamino-4-oxo-2-(p-methoxybenzylthiomethyl)azetidine), mercuric acetate. The solvent is CO (methanol), C(Cl)Cl (methylene chloride), CCOCC (ether). Run at time 24 hour. Yields the product C(C)(C)(C)OC(=O)NC1C(NC1=O)CS (3-t-Butoxycarbonylamino-4-oxo-2-mercaptomethylazetidine). Yield: 55.3%. RXN SMILES: [C:1]([O:5][C:6]([NH:8][CH:9]1[C:12](=[O:13])[NH:11][CH:10]1[CH2:14][S:15]CC1C=CC(OC)=CC=1)=[O:7])([CH3:4])([CH3:3])[CH3:2]>CO.C(Cl)Cl.CCOCC>[C:1]([O:5][C:6]([NH:8][CH:9]1[C:12](=[O:13])[NH:11][CH:10]1[CH2:14][SH:15])=[O:7])([CH3:4])([CH3:3])[CH3:2]. Procedure details: To a solution of 335 mg (0.95 mmole) of 3t-butoxycarbonylamino-4-oxo-2-(p-methoxybenzylthiomethyl)azetidine in 5 ml of methanol and 20 ml of methylene chloride is added 1.7 g (5.3 mmole) of mercuric acetate. The mixture is stirred 24 hours under argon, diluted with excess ether and the precipitated mercury adduct filtered and washed well with ether. The mercury complex is suspended in water, layered with ethyl acetate and hydrogen sulfide gas is passed through the mixture for 1 hour. The mercuri... Starting materials: ClC1=CC=C(C=C1)N1N=C2C(=C1)CN(C2=O)C=2C=NC(=CC2)F (2-(4-Chlorophenyl)-5-(6-fluoropridin-3-yl)-4,5-dihydropyrrolo[3,4-c]pyrazol-6(2H)-one), C1N(CC2C1CNC2)C(=O)OC(C)(C)C (tert-butyl hexahydropyrrolo[3,4-c]pyrrole-2(1H)-carboxylate). The solvent is CS(=O)C (DMSO). Conditions: temperature 140 celsius. Yields the product ClC1=CC=C(C=C1)N1N=C2C(=C1)CN(C2=O)C=2C=CC(=NC2)N2CC1C(C2)CN(C1)C(=O)OC(C)(C)C (tert-Butyl 5-(5-(2-(4-chlorophenyl)-6-oxopyrrolo[3,4-c]pyrazol-5(2H,4H,6H)-yl)pyridin-2-yl)hexahydropyrrolo[3,4-c]pyrrole-2(1H)-carboxylate). Isolated yield 61.4%. As a reaction SMILES: [Cl:1][C:2]1[CH:7]=[CH:6][C:5]([N:8]2[CH:12]=[C:11]3[CH2:13][N:14]([C:17]4[CH:18]=[N:19][C:20](F)=[CH:21][CH:22]=4)[C:15](=[O:16])[C:10]3=[N:9]2)=[CH:4][CH:3]=1.[CH2:24]1[CH:28]2[CH2:29][NH:30][CH2:31][CH:27]2[CH2:26][N:25]1[C:32]([O:34][C:35]([CH3:38])([CH3:37])[CH3:36])=[O:33]>CS(C)=O>[Cl:1][C:2]1[CH:7]=[CH:6][C:5]([N:8]2[CH:12]=[C:11]3[CH2:13][N:14]([C:17]4[CH:22]=[CH:21][C:20]([N:30]5[CH2:29][CH:28]6[CH2:24][N:25]([C:32]([O:34][C:35]([CH3:38])([CH3:37])[CH3:36])=[O:33])[CH2:26][CH:27]6[CH2:31]5)=[N:19][CH:18]=4)[C:15](=[O:16])[C:10]3=[N:9]2)=[CH:4][CH:3]=1. Procedure details: To a mixture of Example 34A (20 mg, 0.061 mmol) in DMSO (0.8 mL) was added tert-butyl hexahydropyrrolo[3,4-c]pyrrole-2(1H)-carboxylate (63 mg, 0.297 mmol). The resulting mixture was irradiated in microwave reactor at 140° C. for 30 min. The sealed tube was heated at 140° C. for 3 h and allowed to cool down to room temperature. The reaction mixture was subjected to filtration. The solid collected was further washed with MeOH (5 mL) and dried under vacuum to give product (19.5 mg) as light yellow ... Reactants: C(C)OP(OCC)(=O)C1=C(C=CC=C1)N ((2-Amino-phenyl)-phosphonic acid diethyl ester), N1=CC=CC=C1 (pyridine), C(=O)(O)[O-].[Na+].CCOC(=O)C (NaHCO3 EtOAc), C(CCCCCCC)OC1=CC=C(C=C1)C1=CC=C(C=C1)C(=O)Cl (4′-octyloxy-biphenyl-4-carbonylchloride). Solvent: CCOC(=O)C (EtOAc). Reaction conditions: time 25 minute. The product is C(C)OP(OCC)(=O)C1=C(C=CC=C1)NC(=O)C1=CC=C(C=C1)C1=CC=C(C=C1)OCCCCCCCC ({2-[(4′-Octyloxy-biphenyl-4-carbonyl)-amino]-phenyl}-phosphonic acid diethyl ester). Reaction SMILES: [CH2:1]([O:3][P:4]([C:9]1[CH:14]=[CH:13][CH:12]=[CH:11][C:10]=1[NH2:15])(=[O:8])[O:5][CH2:6][CH3:7])[CH3:2].N1C=CC=CC=1.[CH2:22]([O:30][C:31]1[CH:36]=[CH:35][C:34]([C:37]2[CH:42]=[CH:41][C:40]([C:43](Cl)=[O:44])=[CH:39][CH:38]=2)=[CH:33][CH:32]=1)[CH2:23][CH2:24][CH2:25][CH2:26][CH2:27][CH2:28][CH3:29].C([O-])(O)=O.[Na+].CCOC(C)=O>CCOC(C)=O>[CH2:6]([O:5][P:4]([C:9]1[CH:14]=[CH:13][CH:12]=[CH:11][C:10]=1[NH:15][C:43]([C:40]1[CH:39]=[CH:38][C:37]([C:34]2[CH:35]=[CH:36][C:31]([O:30][CH2:22][CH2:23][CH2:24][CH2:25][CH2:26][CH2:27][CH2:28][CH3:29])=[CH:32][CH:33]=2)=[CH:42][CH:41]=1)=[O:44])(=[O:8])[O:3][CH2:1][CH3:2])[CH3:7] |f:3.4.5|. Procedure details: At rt, to a solution of (2-Amino-phenyl)-phosphonic acid diethyl ester in EtOAc are added 10 equivaltents of pyridine followed by 1 equivalent of 4′-octyloxy-biphenyl-4-carbonylchloride (VAW132) and the mixture obtained is stirred for ca. 25 minutes. The mixture obtained is subjected to an aqueous work-up (NaHCO3/EtOAc), the organic phase obtained is dried, solvent is evaporated and the evaporation residue is subjected to column chromatography. {2-[(4′-Octyloxy-biphenyl-4-carbonyl)-amino]-phenyl... The reactants are C([O-])(O)=O.[Na+] (sodium bicarbonate), C(CCCCCCCCCCCCCCC)OC1=CC=C(OCC(=O)Cl)C=C1 ([4-(Hexadecyloxy)phenoxy]acetyl chloride), N1=CC=CC=C1 (pyridine), NCCC1=NC=CC=C1 (2-(2-aminoethyl)pyridine). The solvent is C(Cl)(Cl)Cl (chloroform), C(Cl)Cl (methylene chloride). Reaction conditions: time 16 hour. The product is C(CCCCCCCCCCCCCCC)OC1=CC=C(OCC(=O)NCCC2=NC=CC=C2)C=C1 (2-[4-(Hexadecyloxy)phenoxy]-N-[2-(2-pyridinyl)ethyl]acetamide). The yield is 79.1%. RXN SMILES: [CH2:1]([O:17][C:18]1[CH:28]=[CH:27][C:21]([O:22][CH2:23][C:24](Cl)=[O:25])=[CH:20][CH:19]=1)[CH2:2][CH2:3][CH2:4][CH2:5][CH2:6][CH2:7][CH2:8][CH2:9][CH2:10][CH2:11][CH2:12][CH2:13][CH2:14][CH2:15][CH3:16].[NH2:29][CH2:30][CH2:31][C:32]1[CH:37]=[CH:36][CH:35]=[CH:34][N:33]=1.N1C=CC=CC=1.C(=O)(O)[O-].[Na+]>C(Cl)Cl.C(Cl)(Cl)Cl>[CH2:1]([O:17][C:18]1[CH:28]=[CH:27][C:21]([O:22][CH2:23][C:24]([NH:29][CH2:30][CH2:31][C:32]2[CH:37]=[CH:36][CH:35]=[CH:34][N:33]=2)=[O:25])=[CH:20][CH:19]=1)[CH2:2][CH2:3][CH2:4][CH2:5][CH2:6][CH2:7][CH2:8][CH2:9][CH2:10][CH2:11][CH2:12][CH2:13][CH2:14][CH2:15][CH3:16] |f:3.4|. Procedure details: To a 0° C. solution of 2.3 g of product from Example 87 in 50 ml of methylene chloride is added, dropwise, 0.72 g of 2-(2-aminoethyl)pyridine followed by 1.77 g of pyridine. The reaction is stirred at room temperature for 16 hours, poured into chloroform and saturated sodium bicarbonate and extracted with chloroform. The combined chloroform layers are washed with saturated sodium chloride, dried and concentrated in vacuo. The residue is purified by column chromatography (silica gel: 75% ethyl ac... Starting materials: [OH-].[K+] (potassium hydroxide), BrC1=C(C(=O)OCC)C=CC(=C1OC)SCC (ethyl 2-bromo-4-ethylsulphenyl-3-methoxybenzoate). Run in O (water), C(C)O (ethanol). Yields the product BrC1=C(C(=O)O)C=CC(=C1OC)SCC (2-bromo-4-ethylsulphenyl-3-methoxybenzoic acid). Reaction SMILES: [OH-].[K+].[Br:3][C:4]1[C:14]([O:15][CH3:16])=[C:13]([S:17][CH2:18][CH3:19])[CH:12]=[CH:11][C:5]=1[C:6]([O:8]CC)=[O:7]>O.C(O)C>[Br:3][C:4]1[C:14]([O:15][CH3:16])=[C:13]([S:17][CH2:18][CH3:19])[CH:12]=[CH:11][C:5]=1[C:6]([OH:8])=[O:7] |f:0.1|. Procedure: A solution of potassium hydroxide (1.46 g) in water was added to a mixture of ethyl 2-bromo-4-ethylsulphenyl-3-methoxybenzoate (3.98 g) in ethanol with stirring. The mixture was stirred and heated at reflux for 4 hours. It was cooled and evaporated then water was added and the mixture was washed with ethyl acetate then acidified to pH1. It was extracted with ethyl acetate, washed with water, dried (MgSO4) and filtered. The filtrate was evaporated to dryness to give 2-bromo-4-ethylsulphenyl-3-met... Reactants: NC=1SC(=C(N1)CCC)CC1=CC=C(C=C1)N (2-amino-5-(4-aminobenzyl)-4-propylthiazole), ClC1=C2C(C(=O)OC2=O)=C(C=C1)Cl (3,6-dichlorophthalic anhydride). Run at time 1 day. Yields the product NC=1SC(=C(N1)CCC)CC1=CC=C(C=C1)NC(=O)C1=C(C(=O)O)C(=CC=C1Cl)Cl (2-[4-(2-amino-4-propylthiazol-5-ylmethyl)phenylaminocarbonyl]-3,6-dichlorobenzoic acid). The yield is 61.9%. RXN SMILES: [NH2:1][C:2]1[S:3][C:4]([CH2:10][C:11]2[CH:16]=[CH:15][C:14]([NH2:17])=[CH:13][CH:12]=2)=[C:5]([CH2:7][CH2:8][CH3:9])[N:6]=1.[Cl:18][C:19]1[CH:29]=[CH:28][C:27]([Cl:30])=[C:21]2[C:22]([O:24][C:25](=[O:26])[C:20]=12)=[O:23]>>[NH2:1][C:2]1[S:3][C:4]([CH2:10][C:11]2[CH:12]=[CH:13][C:14]([NH:17][C:22]([C:21]3[C:27]([Cl:30])=[CH:28][CH:29]=[C:19]([Cl:18])[C:20]=3[C:25]([OH:26])=[O:24])=[O:23])=[CH:15][CH:16]=2)=[C:5]([CH2:7][CH2:8][CH3:9])[N:6]=1. Procedure details: 1.9 g of 2-amino-5-(4-aminobenzyl)-4-propylthiazole (7.65 mmol) and 1.7 g of 3,6-dichlorophthalic anhydride are reacted under the conditions of Example 26. The reaction mixture is stirred for one day at room temperature. After concentration, a beige solid is obtained which is triturated in ether to give 2.2 g of 2-[4-(2-amino-4-propylthiazol-5-ylmethyl)phenylaminocarbonyl]-3,6-dichlorobenzoic acid in the form of a beige powder melting at 153° C. The reactants are Cc1[nH]cnc1C=O, CS(C)=O, CC#N, [Cu]I, O=c1ccccn1-c1ccc(I)cc1, [K+], [K+], O=C([O-])[O-], Oc1cccc2cccnc12. Yields the product Cc1c(C=O)ncn1-c1ccc(-n2ccccc2=O)cc1. RXN SMILES: [CH3:15][c:16]1[c:17]([CH:21]=[O:22])[n:18][cH:19][nH:20]1.[CH3:40][S:41]([CH3:42])=[O:43].[CH3:44][C:45]#[N:46].[Cu:47][I:48].[I:1][c:2]1[cH:3][cH:4][c:5](-[n:8]2[c:9](=[O:14])[cH:10][cH:11][cH:12][cH:13]2)[cH:6][cH:7]1.[K+:23].[K+:24].[O-:25][C:26]([O-:27])=[O:28].[OH:29][c:30]1[cH:31][cH:32][cH:33][c:34]2[c:35]1[n:36][cH:37][cH:38][cH:39]2>>[c:2]1(-[n:20]2[c:16]([CH3:15])[c:17]([CH:21]=[O:22])[n:18][cH:19]2)[cH:3][cH:4][c:5](-[n:8]2[c:9](=[O:14])[cH:10][cH:11][cH:12][cH:13]2)[cH:6][cH:7]1.